Dataset: the Open Reaction Database (ORD), a public repository of structured organic reaction records. Task: describe an organic reaction: reactants, conditions, products, and yield Starting materials: C(C=C)ON(S(=O)(=O)C1=C(C=CC=C1)[N+](=O)[O-])[C@@H]1CNC(C=C1COC)CO[Si](C)(C)C(C)(C)C ((S)—N-(allyloxy)-N-(6-((tert-butyldimethylsilyloxy)methyl)-4-(methoxymethyl)-1,2,3,6-tetrahydropyridin-3-yl)-2-nitrobenzenesulfonamide), C(=O)([O-])[O-].[K+].[K+] (K2CO3), C1(=CC=CC=C1)S (PhSH). Run in C(C)#N (acetonitrile). Conditions: time 8 hour. Product: C(C=C)ON[C@@H]1CNC(C=C1COC)CO[Si](C)(C)C(C)(C)C ((S)—O-allyl-N-(6-((tert-butyldimethylsilyloxy)methyl)-4-(methoxymethyl)-1,2,3,6-tetrahydropyridin-3-yl)hydroxylamine). Yield: 62.9%. RXN SMILES: [CH2:1]([O:4][N:5]([C@H:18]1[C:23]([CH2:24][O:25][CH3:26])=[CH:22][CH:21]([CH2:27][O:28][Si:29]([C:32]([CH3:35])([CH3:34])[CH3:33])([CH3:31])[CH3:30])[NH:20][CH2:19]1)S(C1C=CC=CC=1[N+]([O-])=O)(=O)=O)[CH:2]=[CH2:3].C([O-])([O-])=O.[K+].[K+].C1(S)C=CC=CC=1>C(#N)C>[CH2:1]([O:4][NH:5][C@H:18]1[C:23]([CH2:24][O:25][CH3:26])=[CH:22][CH:21]([CH2:27][O:28][Si:29]([C:32]([CH3:35])([CH3:34])[CH3:33])([CH3:30])[CH3:31])[NH:20][CH2:19]1)[CH:2]=[CH2:3] |f:1.2.3|. Procedure: To a stirred suspension of Intermediate 120 (5 g, 9.47 mmol) and K2CO3 (7.86 g, 56.85 mmol) in acetonitrile (100 mL), PhSH (3.90 mL, 37.90 mmol) was added. The reaction was stirred at rt overnight. It was filtered and concentrated, then diluted with DCM and filtered through disposal filter. The filtrate was concentrated and purified by silica gel column (0-100% Hex/EA, 80 g ISCO) to afford the title compound (2.04 g, 63%) as an oil. Reactants: C(C)(=O)Cl (Acetyl chloride), C(C)(C)(C)OC(=O)N1CC(OCC1)C1=CC=C(C=C1)OCC1=C(C=CC=C1Cl)Cl (2-[4-(2,6-dichloro-benzyloxy)-phenyl]-morpholine-4-carboxylic acid tert-butyl ester). Solvent: C(C)O (ethanol). Run at temperature 60 celsius, time 3 hour. The product is Cl.ClC1=C(COC2=CC=C(C=C2)C2CNCCO2)C(=CC=C1)Cl (2-[4-(2,6-dichloro-benzyloxy)-phenyl]-morpholine hydrochloride). Isolated yield 102.8%. RXN SMILES: C([Cl:4])(=O)C.C(OC([N:12]1[CH2:17][CH2:16][O:15][CH:14]([C:18]2[CH:23]=[CH:22][C:21]([O:24][CH2:25][C:26]3[C:31]([Cl:32])=[CH:30][CH:29]=[CH:28][C:27]=3[Cl:33])=[CH:20][CH:19]=2)[CH2:13]1)=O)(C)(C)C>C(O)C>[ClH:4].[Cl:32][C:31]1[CH:30]=[CH:29][CH:28]=[C:27]([Cl:33])[C:26]=1[CH2:25][O:24][C:21]1[CH:20]=[CH:19][C:18]([CH:14]2[O:15][CH2:16][CH2:17][NH:12][CH2:13]2)=[CH:23][CH:22]=1 |f:3.4|. Procedure: Acetyl chloride (1.35 mL, 8.9 mmol) was added to ethanol (60 mL). The resulting solution was added to 2-[4-(2,6-dichloro-benzyloxy)-phenyl]-morpholine-4-carboxylic acid tert-butyl ester (1.54 g; 3.4 mmol), at RT. The resulting mixture was stirred at 60° C. for 3 hours, and subsequently, at RT for three days. The resulting suspension was concentrated in vacuo, and treated with iPr2O. The formed precipitate was collected by filtration and dried in vacuo to afford 2-[4-(2,6-dichloro-benzyloxy)-phen...